Dataset: the Open Reaction Database (ORD), a public repository of structured organic reaction records. Task: describe an organic reaction: reactants, conditions, products, and yield Starting materials: Cc1[nH]c(C(=O)NC2CCNCC2)cc1Br, Cn1ccnc1C=O, Cl. Yields the product Cc1[nH]c(C(=O)NC2CCN(Cc3nccn3C)CC2)cc1Br. Reaction SMILES: [Br:2][c:3]1[cH:4][c:5]([C:9](=[O:10])[NH:11][CH:12]2[CH2:13][CH2:14][NH:15][CH2:16][CH2:17]2)[nH:6][c:7]1[CH3:8].[CH3:18][n:19]1[c:20]([CH:24]=[O:25])[n:21][cH:22][cH:23]1.[ClH:1]>>[Br:2][c:3]1[cH:4][c:5]([C:9](=[O:10])[NH:11][CH:12]2[CH2:13][CH2:14][N:15]([CH2:24][c:20]3[n:19]([CH3:18])[cH:23][cH:22][n:21]3)[CH2:16][CH2:17]2)[nH:6][c:7]1[CH3:8].